This data is from the Open Reaction Database (ORD), a public repository of structured organic reaction records. The task is: describe an organic reaction: reactants, conditions, products, and yield The reactants are CCOC(=O)CBr, O=C([O-])[O-], c1ccc2c(c1)CCNC2, CN(C)C=O, [Cs+], [Cs+]. The product is CCOC(=O)CN1CCc2ccccc2C1. RXN SMILES: [Br:11][CH2:12][C:13](=[O:14])[O:15][CH2:16][CH3:17].[C:18](=[O:19])([O-:20])[O-:21].[CH2:1]1[NH:2][CH2:3][CH2:4][c:5]2[cH:6][cH:7][cH:8][cH:9][c:10]21.[CH3:24][N:25]([CH3:26])[CH:27]=[O:28].[Cs+:22].[Cs+:23]>>[CH2:1]1[N:2]([CH2:12][C:13](=[O:14])[O:15][CH2:16][CH3:17])[CH2:3][CH2:4][c:5]2[cH:6][cH:7][cH:8][cH:9][c:10]21. Product: CCCC(C)CN1CCC(c2cccc(NS(C)(=O)=O)c2)(c2ncc(C(=O)N(CC)CC)cn2)CC1. RXN SMILES: [CH2:1]([CH3:2])[N:3]([C:4](=[O:5])[c:6]1[cH:7][n:8][c:9]([C:12]2([c:24]3[cH:25][c:26]([NH2:30])[cH:27][cH:28][cH:29]3)[CH2:13][CH2:14][N:15]([CH2:18][CH:19]([CH2:20][CH2:21][CH3:22])[CH3:23])[CH2:16][CH2:17]2)[n:10][cH:11]1)[CH2:31][CH3:32].[Cl:44][CH2:45][Cl:46].[S:39](=[O:40])(=[O:41])([CH3:42])[Cl:43].[cH:33]1[cH:34][cH:35][n:36][cH:37][cH:38]1>>[CH2:1]([CH3:2])[N:3]([C:4](=[O:5])[c:6]1[cH:7][n:8][c:9]([C:12]2([c:24]3[cH:25][c:26]([NH:30][S:39](=[O:40])(=[O:41])[CH3:42])[cH:27][cH:28][cH:29]3)[CH2:13][CH2:14][N:15]([CH2:18][CH:19]([CH2:20][CH2:21][CH3:22])[CH3:23])[CH2:16][CH2:17]2)[n:10][cH:11]1)[CH2:31][CH3:32]. Reactants: CCCC(C)CN1CCC(c2cccc(N)c2)(c2ncc(C(=O)N(CC)CC)cn2)CC1, ClCCl, CS(=O)(=O)Cl, c1ccncc1. Reactants: ClC=1N=CNC1Cl (4,5-Dichloroimidazole), [OH-].[K+] (Potassium hydroxide), BrCCCCCCCCCCCC (1-bromododecane), [K+].[Br-] (KBr), BrCC1=CC2=CC=CC=C2C=C1 (2-bromomethylnaphthalene). Solvent: C(C)#N (acetonitrile). Conditions: time 0.5 hour. Product: [Br-].C(CCCCCCCCCC)C1=C(C(=CC2=CC=CC=C12)C)[N+]1=CNC(=C1Cl)Cl (1-undecyl-3-methylnaphthyl-4,5-dichloroimidazolium bromide). RXN SMILES: [Cl:1][C:2]1[N:3]=[CH:4][NH:5][C:6]=1[Cl:7].[OH-].[K+].[Br:10][CH2:11][CH2:12][CH2:13][CH2:14][CH2:15][CH2:16][CH2:17][CH2:18][CH2:19][CH2:20][CH2:21]C.[K+].[Br-].Br[CH2:26][C:27]1[CH:36]=[CH:35][C:34]2[C:29](=[CH:30][CH:31]=[CH:32][CH:33]=2)[CH:28]=1>C(#N)C>[Br-:10].[CH2:21]([C:35]1[C:34]2[C:29](=[CH:30][CH:31]=[CH:32][CH:33]=2)[CH:28]=[C:27]([CH3:26])[C:36]=1[N+:3]1[C:2]([Cl:1])=[C:6]([Cl:7])[NH:5][CH:4]=1)[CH2:20][CH2:19][CH2:18][CH2:17][CH2:16][CH2:15][CH2:14][CH2:13][CH2:12][CH3:11] |f:1.2,4.5,8.9|. Procedure: 4,5-Dichloroimidazole (1.23 g, 9 mmol) will be dissolved into acetonitrile. Potassium hydroxide (0.61 g, 9.9 mmol) will be added and the mixture will be allowed to stir for 0.5 h. 1-bromododecane (9 mmol) will be added and the solution will be allowed to reflux overnight. The solution will be filtered hot to remove a white precipitate (presumed to be KBr) and 2-bromomethylnaphthalene (1.98 g, 9 mmol) will be added and the mixture will be returned to reflux overnight. The mixture will be allowed ... The reactants are [Na] (sodium), C1(=CC=CC=C1)C1=NN=C(O1)C(=O)N1CC(C1)OC1=CC=C(C=O)C=C1 (4-(1-(5-Phenyl-1,3,4-oxadiazole-2-carbonyl)azetidin-3-yloxy)benzaldehyde), Cl.CC1(CCNCCC1)O (4-methylazepan-4-ol hydrochloride), TEA, C(=O)(O)[O-].[Na+] (NaHCO3). Run in ClCCl (dichloromethane), ClCCl (dichloromethane). Reaction conditions: time 30 minute. Yields the product OC1(CCN(CCC1)CC1=CC=C(OC2CN(C2)C(=O)C=2OC(=NN2)C2=CC=CC=C2)C=C1)C ((3-(4-((4-hydroxy-4-methylazepan-1-yl)methyl)phenoxy)azetidin-1-yl)(5-phenyl-1,3,4-oxadiazol-2-yl)methanone). Reaction SMILES: [C:1]1([C:7]2[O:11][C:10]([C:12]([N:14]3[CH2:17][CH:16]([O:18][C:19]4[CH:26]=[CH:25][C:22]([CH:23]=O)=[CH:21][CH:20]=4)[CH2:15]3)=[O:13])=[N:9][N:8]=2)[CH:6]=[CH:5][CH:4]=[CH:3][CH:2]=1.Cl.[CH3:28][C:29]1([OH:36])[CH2:35][CH2:34][CH2:33][NH:32][CH2:31][CH2:30]1.[Na].C([O-])(O)=O.[Na+]>ClCCl>[OH:36][C:29]1([CH3:28])[CH2:35][CH2:34][CH2:33][N:32]([CH2:23][C:22]2[CH:21]=[CH:20][C:19]([O:18][CH:16]3[CH2:15][N:14]([C:12]([C:10]4[O:11][C:7]([C:1]5[CH:6]=[CH:5][CH:4]=[CH:3][CH:2]=5)=[N:8][N:9]=4)=[O:13])[CH2:17]3)=[CH:26][CH:25]=2)[CH2:31][CH2:30]1 |f:1.2,4.5,^1:36|. Reported procedure: Intermediate 71A (0.15 g, 0.43 mmol), (0.098 g, 0.64 mmol) 4-methylazepan-4-ol hydrochloride (0.062 g, 1.15 mmol, see Helvetica Chimica Acta, 45, 1823-32, (1962)) and TEA (0.159 mL, 1.15 mmol) were mixed in dichloromethane (4 mL). The mixture was stirred at RT for 30 min and then sodium triacetoxyhydroborate (0.182 g, 0.86 mmol) was added and the mixture was stirred at RT overnight. Aqueous NaHCO3 (sat., 3 mL) and dichloromethane (3 mL) were added and the mixture was filtered through a phase sep... Solvent: C(Cl)Cl (DCM). Reaction conditions: temperature 0 celsius. Procedure: To a solution of (S)-2-((2R,3R)-2-(3-chlorophenyl)-3-(4-chlorophenyl)-3-hydroxypropyl)-N-((S)-1-hydroxy-3,3-dimethylbutan-2-yl)-2-methylpent-4-enamide (Example 363, step A, 950 mg, 1.929 mmol) in DCM (19 mL) at −50° C. was added 2,6-lutidine (896 μl, 7.72 mmol) followed by trifluoromethanesulfonic anhydride solution (1M DCM, 4.34 mL, 4.34 mmol). The progress of the reaction was monitored by LC/MS. An additional charge of 450 uL (2 eq) 2,6-lutidine followed by 1.12 eq triflic anhydride (2.16 mmol... The product is [O-]S(=O)(=O)C(F)(F)F.C(C=C)[C@@]1(C2=[N+]([C@@H]([C@H](C1)C1=CC(=CC=C1)Cl)C1=CC=C(C=C1)Cl)[C@H](CO2)C(C)(C)C)C ((3S,5S,6R,8S)-8-Allyl-3-(tert-butyl)-6-(3-chlorophenyl)-5-(4-chlorophenyl)-8-methyl-2,3,5,6,7,8-hexahydrooxazolo[3,2-a]pyridin-4-ium triflate). Reagents/catalysts: [O-]S(=O)(=O)[O-].[Cu+2] (CuSO4). Reactants: ClC=1C=C(C=CC1)[C@@H](C[C@@](C(=O)N[C@H](CO)C(C)(C)C)(CC=C)C)[C@@H](O)C1=CC=C(C=C1)Cl ((S)-2-((2R,3R)-2-(3-Chlorophenyl)-3-(4-chlorophenyl)-3-hydroxypropyl)-N-((S)-1-hydroxy-3,3-dimethylbutan-2-yl)-2-methylpent-4-enamide), N1=C(C=CC=C1C)C (2,6-lutidine), N1=C(C=CC=C1C)C (2,6-lutidine), S(=O)(=O)(C(F)(F)F)OS(=O)(=O)C(F)(F)F (triflic anhydride), FC(S(=O)(=O)OS(=O)(=O)C(F)(F)F)(F)F (trifluoromethanesulfonic anhydride), C(C)(=O)OCC (ethyl acetate). RXN SMILES: [Cl:1][C:2]1[CH:3]=[C:4]([C@H:8]([C@H:25]([C:27]2[CH:32]=[CH:31][C:30]([Cl:33])=[CH:29][CH:28]=2)O)[CH2:9][C@:10]([CH3:24])([CH2:21][CH:22]=[CH2:23])[C:11]([NH:13][C@@H:14]([C:17]([CH3:20])([CH3:19])[CH3:18])[CH2:15]O)=[O:12])[CH:5]=[CH:6][CH:7]=1.N1C(C)=CC=CC=1C.[F:42][C:43]([F:56])([F:55])[S:44]([O:47]S(C(F)(F)F)(=O)=O)(=[O:46])=[O:45].C(OCC)(=O)C>C(Cl)Cl.[O-]S([O-])(=O)=O.[Cu+2]>[O-:47][S:44]([C:43]([F:56])([F:55])[F:42])(=[O:46])=[O:45].[CH2:21]([C@@:10]1([CH3:24])[CH2:9][C@H:8]([C:4]2[CH:5]=[CH:6][CH:7]=[C:2]([Cl:1])[CH:3]=2)[C@@H:25]([C:27]2[CH:28]=[CH:29][C:30]([Cl:33])=[CH:31][CH:32]=2)[N+:13]2[C@@H:14]([C:17]([CH3:20])([CH3:18])[CH3:19])[CH2:15][O:12][C:11]1=2)[CH:22]=[CH2:23] |f:5.6,7.8|. Conditions: time 3 hour. As a reaction SMILES: [NH2:1][C:2]1[CH:3]=[C:4]([CH:8]=[CH:9][C:10]=1[C:11]([CH3:14])([CH3:13])[CH3:12])[C:5](O)=[O:6].[H-].[Al+3].[Li+].[H-].[H-].[H-]>O1CCCC1.[OH-].[Na+]>[NH2:1][C:2]1[CH:3]=[C:4]([CH:8]=[CH:9][C:10]=1[C:11]([CH3:14])([CH3:13])[CH3:12])[CH2:5][OH:6] |f:1.2.3.4.5.6,8.9|. Procedure: A solution of 3-amino-4-t-butylbenzoic acid (10 g) in anhydrous tetrahydrofuran (150 ml) was added dropwise to a suspension of lithium aluminium hydride (4.0 g) in anhydrous tetrahydrofuran (150 ml) over a period of 45 minutes. The mixture was stirred at room temperature for 3 hours. The reaction mixture was diluted with tetrahydrofuran (150 ml) and aqueous sodium hydroxide solution (15%) was added to the mixture while cooling in an ice bath in order to decompose the excess lithium aluminium hyd... The reactants are [H-].[Al+3].[Li+].[H-].[H-].[H-] (lithium aluminium hydride), NC=1C=C(C(=O)O)C=CC1C(C)(C)C (3-amino-4-t-butylbenzoic acid), [H-].[Al+3].[Li+].[H-].[H-].[H-] (lithium aluminium hydride). Solvent: O1CCCC1 (tetrahydrofuran), [OH-].[Na+] (sodium hydroxide), O1CCCC1 (tetrahydrofuran), O1CCCC1 (tetrahydrofuran). The product is NC=1C=C(CO)C=CC1C(C)(C)C (3-Amino-4-t-butylbenzyl alcohol). As a reaction SMILES: [C:13]([O:14][CH:17]1[CH:18]([O:19][C:20]([CH3:21])=[O:22])[CH:23]([O:24][C:25]([CH3:26])=[O:27])[CH:28]([CH2:30][O:31][C:32]([CH3:33])=[O:34])[O:29]1)(=[O:15])[CH3:16].[NH2:1][c:2]1[nH:3][c:4](=[O:12])[c:5]2[c:6]([n:7]1)[nH:8][c:9](=[O:11])[s:10]2>>[NH2:1][c:2]1[nH:3][c:4](=[O:12])[c:5]2[c:6]([n:7]1)[n:8]([CH:17]1[CH:18]([O:19][C:20]([CH3:21])=[O:22])[CH:23]([O:24][C:25]([CH3:26])=[O:27])[CH:28]([CH2:30][O:31][C:32]([CH3:33])=[O:34])[O:29]1)[c:9](=[O:11])[s:10]2. The product is CC(=O)OCC1OC(n2c(=O)sc3c(=O)[nH]c(N)nc32)C(OC(C)=O)C1OC(C)=O. The reactants are CC(=O)OCC1OC(OC(C)=O)C(OC(C)=O)C1OC(C)=O, Nc1nc2[nH]c(=O)sc2c(=O)[nH]1. Reactants: c1cc2cc3c(cc2[nH]1)OCO3, CCOCC, [Na+], CN(C)C=O, [OH-], O, O=P(Cl)(Cl)Cl. Product: O=Cc1c[nH]c2cc3c(cc12)OCO3. As a reaction SMILES: [CH2:11]1[O:12][c:13]2[cH:14][c:15]3[cH:16][cH:17][nH:18][c:19]3[cH:20][c:21]2[O:22]1.[CH3:25][CH2:26][O:27][CH2:28][CH3:29].[Na+:24].[O:1]=[CH:2][N:3]([CH3:4])[CH3:5].[OH-:23].[OH2:30].[P:6]([Cl:7])([Cl:8])([Cl:9])=[O:10]>>[O:1]=[CH:2][c:16]1[c:15]2[cH:14][c:13]3[c:21]([cH:20][c:19]2[nH:18][cH:17]1)[O:22][CH2:11][O:12]3. The reactants are 2S, C(C1=CC=CC=C1)C(C(O)C1=C(C=C(C=C1)Br)F)CO (2-benzyl 1-(4-bromo-2-fluoro-phenyl)-propane-1,3-diol), [4R-[3(2R,3R)]]-4-benzyl-3-[2-benzyl-3-(4-bromo-2- fluoro-phenyl)-3-hydroxy-propionyl]-oxazolidin-2-one, CC(C)([O-])C.[K+] (potassium tert-butoxide), hexanes ethyl acetate. Procedure details: To a solution of (1 R, 2S)-2-benzyl 1-(4-bromo-2-fluoro-phenyl)-propane-1,3-diol (prepared from 33.5 kg (54.8 moles) of [4R-[3(2R,3R)]]-4-benzyl-3-[2-benzyl-3-(4-bromo-2- fluoro-phenyl)-3-hydroxy-propionyl]-oxazolidin-2-one, 1-methyl-2-pyrrolidinone solvate without isolation) in 185 L of tetrahydrofuran was added 12.9 kg (115 mol) of potassium tert-butoxide. The reaction mixture was heated at reflux for 4 hours at which point the reaction was found to be complete by thin layer chromatography (he... Run in O1CCCC1 (tetrahydrofuran). Run at time 12 hour. As a reaction SMILES: [CH2:1]([CH:8]([CH2:19][OH:20])[CH:9]([C:11]1[CH:16]=[CH:15][C:14]([Br:17])=[CH:13][C:12]=1F)[OH:10])[C:2]1[CH:7]=[CH:6][CH:5]=[CH:4][CH:3]=1.CC(C)([O-])C.[K+]>O1CCCC1>[CH2:1]([C@@H:8]1[C@@H:9]([OH:10])[C:11]2[C:16](=[CH:15][C:14]([Br:17])=[CH:13][CH:12]=2)[O:20][CH2:19]1)[C:2]1[CH:7]=[CH:6][CH:5]=[CH:4][CH:3]=1 |f:1.2|. The product is C(C1=CC=CC=C1)[C@H]1COC2=CC(=CC=C2[C@@H]1O)Br ((3S, 4R)-3-Benzyl-7-bromo-chroman-4-ol), white solid. The reactants are CCN(CC)S(F)(F)F, O=C1CCCN1C1CCC(O)CC1. Yields the product O=C1CCCN1C1CC=CCC1. As a reaction SMILES: [CH2:14]([N:15]([S:16]([F:17])([F:18])[F:19])[CH2:20][CH3:21])[CH3:22].[OH:1][CH:2]1[CH2:3][CH2:4][CH:5]([N:8]2[C:9](=[O:13])[CH2:10][CH2:11][CH2:12]2)[CH2:6][CH2:7]1>>[CH:2]1=[CH:3][CH2:4][CH:5]([N:8]2[C:9](=[O:13])[CH2:10][CH2:11][CH2:12]2)[CH2:6][CH2:7]1.